Dataset: the Open Reaction Database (ORD), a public repository of structured organic reaction records. Task: describe an organic reaction: reactants, conditions, products, and yield The reactants are BrCc1ccccc1, O=C([O-])[O-], O=C(Oc1ccc(C(=O)OCc2ccccc2)c(O)c1)c1ccccc1, CN(C)C=O, [Cs+], [Cs+], O. The product is O=C(Oc1ccc(C(=O)OCc2ccccc2)c(OCc2ccccc2)c1)c1ccccc1. Reaction SMILES: [Br:1][CH2:2][c:3]1[cH:4][cH:5][cH:6][cH:7][cH:8]1.[C:35](=[O:36])([O-:37])[O-:38].[C:9]([c:10]1[cH:11][cH:12][cH:13][cH:14][cH:15]1)(=[O:16])[O:17][c:18]1[cH:19][c:20]([OH:34])[c:21]([C:22](=[O:23])[O:24][CH2:25][c:26]2[cH:27][cH:28][cH:29][cH:30][cH:31]2)[cH:32][cH:33]1.[CH3:42][N:43]([CH3:44])[CH:45]=[O:46].[Cs+:39].[Cs+:40].[OH2:41]>>[CH2:2]([c:3]1[cH:4][cH:5][cH:6][cH:7][cH:8]1)[O:34][c:20]1[cH:19][c:18]([O:17][C:9]([c:10]2[cH:11][cH:12][cH:13][cH:14][cH:15]2)=[O:16])[cH:33][cH:32][c:21]1[C:22](=[O:23])[O:24][CH2:25][c:26]1[cH:27][cH:28][cH:29][cH:30][cH:31]1. Starting materials: Cc1ccccc1, O=C(O)C1CC1, [Cl-], OC(c1ccc2c(c1)CCCCN2)(C(F)(F)F)C(F)(F)F. Yields the product O=C(C1CC1)N1CCCCc2cc(C(O)(C(F)(F)F)C(F)(F)F)ccc21. RXN SMILES: [CH3:29][c:30]1[cH:31][cH:32][cH:33][cH:34][cH:35]1.[CH:23]1([C:26](=[O:27])[OH:28])[CH2:24][CH2:25]1.[Cl-:22].[F:1][C:2]([C:3]([OH:4])([c:5]1[cH:6][cH:7][c:8]2[c:9]([cH:15]1)[CH2:10][CH2:11][CH2:12][CH2:13][NH:14]2)[C:16]([F:17])([F:18])[F:19])([F:20])[F:21]>>[F:1][C:2]([C:3]([OH:4])([c:5]1[cH:6][cH:7][c:8]2[c:9]([cH:15]1)[CH2:10][CH2:11][CH2:12][CH2:13][N:14]2[C:26]([CH:23]1[CH2:24][CH2:25]1)=[O:27])[C:16]([F:17])([F:18])[F:19])([F:20])[F:21]. Reactants: COC=1C=C2C(=CC=NC2=CC1OC)OC1=CC=C(N)C=C1 (4-[(6,7-Dimethoxy-4-quinolyl)oxy]aniline), ClC(Cl)(OC(OC(Cl)(Cl)Cl)=O)Cl (triphosgene), C([O-])(O)=O.[Na+] (sodium bicarbonate), C1(=CC=CC=C1)CCO (2-phenyl-1-ethanol). Solvent: C(C)N(CC)CC (triethylamine), C1(=CC=CC=C1)C (toluene), C(Cl)Cl (methylene chloride). Yields the product COC=1C=C2C(=CC=NC2=CC1OC)OC1=CC=C(C=C1)NC(OCCC1=CC=CC=C1)=O (Phenethyl N-{4-[(6,7-dimethoxy-4-quinolyl)oxy]phenyl}carbamate). The yield is 56.0%. Reaction SMILES: [CH3:1][O:2][C:3]1[CH:4]=[C:5]2[C:10](=[CH:11][C:12]=1[O:13][CH3:14])[N:9]=[CH:8][CH:7]=[C:6]2[O:15][C:16]1[CH:22]=[CH:21][C:19]([NH2:20])=[CH:18][CH:17]=1.Cl[C:24](Cl)([O:26][C:27](=[O:33])OC(Cl)(Cl)Cl)Cl.[C:35]1([CH2:41]CO)[CH:40]=[CH:39][CH:38]=[CH:37][CH:36]=1.C(=O)(O)[O-].[Na+]>C(Cl)Cl.C(N(CC)CC)C.C1(C)C=CC=CC=1>[CH3:1][O:2][C:3]1[CH:4]=[C:5]2[C:10](=[CH:11][C:12]=1[O:13][CH3:14])[N:9]=[CH:8][CH:7]=[C:6]2[O:15][C:16]1[CH:22]=[CH:21][C:19]([NH:20][C:27](=[O:33])[O:26][CH2:24][CH2:41][C:35]2[CH:40]=[CH:39][CH:38]=[CH:37][CH:36]=2)=[CH:18][CH:17]=1 |f:3.4|. Reported procedure: 4-[(6,7-Dimethoxy-4-quinolyl)oxy]aniline (50 mg) was added to toluene (5 ml), and triethylamine (0.5 ml), and the mixture was heated under reflux to prepare a solution. A solution of triphosgene (77 mg) in methylene chloride was then added thereto, and the mixture was heated under reflux for 10 min. Next, 2-phenyl-1-ethanol (32 mg) was added thereto, and the mixture was further stirred with heating under reflux for 3 hr. A saturated aqueous sodium bicarbonate solution was added to stop the react... The reactants are D4, FC=1C=C(C=O)C=CC1F (3,4-difluorobenzaldehyde), FC=1C=C(C=C(C1F)F)O (3,4,5-trifluorophenol). Procedure details: The title compound was prepared by a procedure similar to that described for D4 starting from 3,4-difluorobenzaldehyde and 3,4,5-trifluorophenol. Yields the product FC=1C=C(C=O)C=CC1OC1=CC(=C(C(=C1)F)F)F (3-fluoro-4-(3,4,5-trifluorophenoxy)benzaldehyde). RXN SMILES: [F:1][C:2]1[CH:3]=[C:4]([CH:7]=[CH:8][C:9]=1F)[CH:5]=[O:6].[F:11][C:12]1[CH:13]=[C:14]([OH:20])[CH:15]=[C:16]([F:19])[C:17]=1[F:18]>>[F:1][C:2]1[CH:3]=[C:4]([CH:7]=[CH:8][C:9]=1[O:20][C:14]1[CH:13]=[C:12]([F:11])[C:17]([F:18])=[C:16]([F:19])[CH:15]=1)[CH:5]=[O:6].